This data is from the Open Reaction Database (ORD), a public repository of structured organic reaction records. The task is: describe an organic reaction: reactants, conditions, products, and yield The reactants are BrCCCCCCCCCCCCCC (1-bromotetradecane), N1CCCC1 (pyrrolidine). Run in C(C)#N (acetonitrile). Product: C(CCCCCCCCCCCCC)N1CCCC1 (1-tetradecylpyrrolidine). The yield is 74.8%. RXN SMILES: Br[CH2:2][CH2:3][CH2:4][CH2:5][CH2:6][CH2:7][CH2:8][CH2:9][CH2:10][CH2:11][CH2:12][CH2:13][CH2:14][CH3:15].[NH:16]1[CH2:20][CH2:19][CH2:18][CH2:17]1>C(#N)C>[CH2:2]([N:16]1[CH2:20][CH2:19][CH2:18][CH2:17]1)[CH2:3][CH2:4][CH2:5][CH2:6][CH2:7][CH2:8][CH2:9][CH2:10][CH2:11][CH2:12][CH2:13][CH2:14][CH3:15]. Procedure details: In a 250-mL round bottom flask, equipped with a magnetic stirrer, a heating mantle and reflux condenser, were placed 1-bromotetradecane (10 g, 36 mmol), acetonitrile (100 mL) and pyrrolidine (5.1 g, 72 mmol). The reaction mixture was refluxed for 3 hrs. The reaction mixture was cooled to room temperature and was concentrated on a rotary evaporator to a residue. Water and ethyl acetate were added. The organic phase was separated and washed with saturated sodium chloride solution, dried over anhyd... RXN SMILES: [C:35](=[O:36])([O-:37])[O-:38].[Cl:25][CH2:26][O:27][CH2:28][c:29]1[cH:30][cH:31][cH:32][cH:33][cH:34]1.[K+:39].[K+:40].[O:42]=[CH:43][N:44]([CH3:45])[CH3:46].[OH2:41].[c:1]1(-[c:7]2[n:8][c:9]([S:18][C:19]([CH:20]([F:21])[F:22])([F:23])[F:24])[nH:10][c:11]2-[c:12]2[cH:13][cH:14][cH:15][cH:16][cH:17]2)[cH:2][cH:3][cH:4][cH:5][cH:6]1>>[c:1]1(-[c:7]2[n:8][c:9]([S:18][C:19]([CH:20]([F:21])[F:22])([F:23])[F:24])[n:10]([CH2:26][O:27][CH2:28][c:29]3[cH:30][cH:31][cH:32][cH:33][cH:34]3)[c:11]2-[c:12]2[cH:13][cH:14][cH:15][cH:16][cH:17]2)[cH:2][cH:3][cH:4][cH:5][cH:6]1. Reactants: O=C([O-])[O-], ClCOCc1ccccc1, [K+], [K+], CN(C)C=O, O, FC(F)C(F)(F)Sc1nc(-c2ccccc2)c(-c2ccccc2)[nH]1. The product is FC(F)C(F)(F)Sc1nc(-c2ccccc2)c(-c2ccccc2)n1COCc1ccccc1. Reactants: FCCN1N=NC(=C1)CN1C(=O)C(=O)C2=CC(=CC=C12)S(=O)(=O)N1[C@@H](CCC1)COC1=C(C=C(C=C1)F)F ((S)-1-((1-(2-Fluoroethyl)-1H-[1,2,3]-triazol-4-yl)methyl)-5-(2(2,4-difluorophenoxymethyl)-pyrrolidine-1-sulfonyl)isatin), FCN=[N+]=[N-] (fluoromethylazide). Yields the product FCN1N=NC(=C1)CN1C(=O)C(=O)C2=CC(=CC=C12)S(=O)(=O)N1[C@@H](CCC1)COC1=C(C=C(C=C1)F)F ((S)-1-((1-(Fluoromethyl)-1H-[1,2,3]-triazol-4-yl)methyl)-5-(2(2,4-difluorophenoxymethyl)-pyrrolidine-1-sulfonyl)isatin). As a reaction SMILES: FCC[N:4]1[CH:8]=[C:7]([CH2:9][N:10]2[C:20]3[C:15](=[CH:16][C:17]([S:21]([N:24]4[CH2:28][CH2:27][CH2:26][C@H:25]4[CH2:29][O:30][C:31]4[CH:36]=[CH:35][C:34]([F:37])=[CH:33][C:32]=4[F:38])(=[O:23])=[O:22])=[CH:18][CH:19]=3)[C:13](=[O:14])[C:11]2=[O:12])[N:6]=[N:5]1.[F:39][CH2:40]N=[N+]=[N-]>>[F:39][CH2:40][N:4]1[CH:8]=[C:7]([CH2:9][N:10]2[C:20]3[C:15](=[CH:16][C:17]([S:21]([N:24]4[CH2:28][CH2:27][CH2:26][C@H:25]4[CH2:29][O:30][C:31]4[CH:36]=[CH:35][C:34]([F:37])=[CH:33][C:32]=4[F:38])(=[O:22])=[O:23])=[CH:18][CH:19]=3)[C:13](=[O:14])[C:11]2=[O:12])[N:6]=[N:5]1. Reported procedure: was prepared according to the procedure for compound 11, with the exception that fluoromethylazide was used in place of the 2-fluoroethylazide. The reactants are FC=1C=C(C=CC1C=CC1=CC=C(C=C1)F)C1=CC2=CC=CC=C2C=C1 (2-{3-fluoro-4-[2-(4-fluorophenyl)vinyl]phenyl}naphthalene). Reagents/catalysts: [Pd] (Pd/C). The solvent is C1(=CC=CC=C1)C (toluene). Reaction conditions: time 20 hour. The product is FC=1C=C(C=CC1CCC1=CC=C(C=C1)F)C1=CC2=CC=CC=C2C=C1 (2-{3-fluoro-4-[2-(4-fluorophenyl)ethyl]phenyl}naphthalene). Reaction SMILES: [F:1][C:2]1[CH:3]=[C:4]([C:17]2[CH:26]=[CH:25][C:24]3[C:19](=[CH:20][CH:21]=[CH:22][CH:23]=3)[CH:18]=2)[CH:5]=[CH:6][C:7]=1[CH:8]=[CH:9][C:10]1[CH:15]=[CH:14][C:13]([F:16])=[CH:12][CH:11]=1>[Pd].C1(C)C=CC=CC=1>[F:1][C:2]1[CH:3]=[C:4]([C:17]2[CH:26]=[CH:25][C:24]3[C:19](=[CH:20][CH:21]=[CH:22][CH:23]=3)[CH:18]=2)[CH:5]=[CH:6][C:7]=1[CH2:8][CH2:9][C:10]1[CH:11]=[CH:12][C:13]([F:16])=[CH:14][CH:15]=1. Procedure details: A 30 ml Solumix/toluene (1:1) solution of 3.44 g (=10.05 mmol) of the above 2-{3-fluoro-4-[2-(4-fluorophenyl)vinyl]phenyl}naphthalene was added with 0.17 g of 5%-Pd/C and then stirred for 20 hours in an H2-atmosphere. The 5%-Pd/C was filtrated away from the reaction solution, and the filtrate was condensed under a reduced pressure. The obtained gray solid of 3.66 g was purified with silica gel chromatography using toluene as the eluent to obtain a white solid of 3.29 g, which was further recryst... The reactants are O=C1N(C(C=2NC(=NC2N1CCC)C12CCC(CC1)(CC2)CCC2=NN=NN2CCC#N)=O)CCC (3-(5-{2-[4-(2,6-Dioxo-1,3-dipropyl-2,3,6,7-tetrahydro-1H-purin-8-yl)-bicyclo[2.2.2]oct-1-yl]-ethyl}-tetrazol-1-yl)-propionitrile), [OH-].[Na+] (NaOH). Run in C1CCOC1 (THF). Reaction conditions: time 8 hour. Yields the product C(CC)N1C(N(C=2N=C(NC2C1=O)C12CCC(CC1)(CC2)CCC2=NN=NN2)CCC)=O (1,3-Dipropyl-8-{4-[2-(1H-tetrazol-5-yl)-ethyl]-bicyclo[2.2.2]oct-1-yl}-3,7-dihydro-purine-2,6-dione). Yield: 41.6%. As a reaction SMILES: [O:1]=[C:2]1[N:10]([CH2:11][CH2:12][CH3:13])[C:9]2[N:8]=[C:7]([C:14]34[CH2:21][CH2:20][C:17]([CH2:22][CH2:23][C:24]5[N:28](CCC#N)[N:27]=[N:26][N:25]=5)([CH2:18][CH2:19]3)[CH2:16][CH2:15]4)[NH:6][C:5]=2[C:4](=[O:33])[N:3]1[CH2:34][CH2:35][CH3:36].[OH-].[Na+]>C1COCC1>[CH2:34]([N:3]1[C:4](=[O:33])[C:5]2[NH:6][C:7]([C:14]34[CH2:15][CH2:16][C:17]([CH2:22][CH2:23][C:24]5[NH:28][N:27]=[N:26][N:25]=5)([CH2:18][CH2:19]3)[CH2:20][CH2:21]4)=[N:8][C:9]=2[N:10]([CH2:11][CH2:12][CH3:13])[C:2]1=[O:1])[CH2:35][CH3:36] |f:1.2|. Reported procedure: To a solution of 3-(5-{2-[4-(2,6-Dioxo-1,3-dipropyl-2,3,6,7-tetrahydro-1H-purin-8-yl)-bicyclo[2.2.2]oct-1-yl]-ethyl}-tetrazol-1-yl)-propionitrile (150 mg, 0.30 mmol) in THF (20 ml) was added 3 ml of 1N NaOH. The resulting mixture was stirred at rt for 8 h, concentrated in vacuo and extracted with CH2Cl2 (2×10 ml). The aqueous phase was acidified by the careful addition of concentrated HCl and the resulting precipitate was collected, washed with water and dried to afford 55 mg (41%) of a white po... The reactants are COC(=O)Cl, Cl, CN(C(=O)N(C)C1CN(C(=O)C2CCC(CN)CC2)CC1c1ccc(F)cc1)c1cc(C(F)(F)F)cc(C(F)(F)F)c1. Product: COC(=O)NCC1CCC(C(=O)N2CC(c3ccc(F)cc3)C(N(C)C(=O)N(C)c3cc(C(F)(F)F)cc(C(F)(F)F)c3)C2)CC1. As a reaction SMILES: [C:44]([O:45][CH3:46])(=[O:47])[Cl:48].[ClH:1].[NH2:2][CH2:3][CH:4]1[CH2:5][CH2:6][CH:7]([C:10](=[O:11])[N:12]2[CH2:13][CH:14]([N:24]([C:25](=[O:26])[N:27]([CH3:28])[c:29]3[cH:30][c:31]([C:39]([F:40])([F:41])[F:42])[cH:32][c:33]([C:35]([F:36])([F:37])[F:38])[cH:34]3)[CH3:43])[CH:15]([c:17]3[cH:18][cH:19][c:20]([F:23])[cH:21][cH:22]3)[CH2:16]2)[CH2:8][CH2:9]1>>[NH:2]([CH2:3][CH:4]1[CH2:5][CH2:6][CH:7]([C:10](=[O:11])[N:12]2[CH2:13][CH:14]([N:24]([C:25](=[O:26])[N:27]([CH3:28])[c:29]3[cH:30][c:31]([C:39]([F:40])([F:41])[F:42])[cH:32][c:33]([C:35]([F:36])([F:37])[F:38])[cH:34]3)[CH3:43])[CH:15]([c:17]3[cH:18][cH:19][c:20]([F:23])[cH:21][cH:22]3)[CH2:16]2)[CH2:8][CH2:9]1)[C:44]([O:45][CH3:46])=[O:47]. RXN SMILES: [NH2:1][C:2]1[CH:11]=[C:10]([OH:12])[C:9]2[C:4](=[CH:5][CH:6]=[C:7]([Br:13])[CH:8]=2)[N:3]=1.[C:14](OC(=O)C)(=[O:16])[CH3:15].S(=O)(=O)(O)O.O>C(O)(=O)C>[Br:13][C:7]1[CH:8]=[C:9]2[C:4](=[CH:5][CH:6]=1)[N:3]=[C:2]([NH:1][C:14](=[O:16])[CH3:15])[CH:11]=[C:10]2[OH:12]. The reactants are O (water), NC1=NC2=CC=C(C=C2C(=C1)O)Br (2-amino-6-bromo-quinolin-4-ol), C(C)(=O)OC(C)=O (acetic anhydride), S(O)(O)(=O)=O (sulphuric acid). Procedure: A mixture of 2-amino-6-bromo-quinolin-4-ol (29.4 g, 0.12 mol), acetic anhydride (36.7 g, 0.36 mol) and sulphuric acid (20 ml) in glacial acetic acid (300 ml) was refluxed for 30 min. The mixture was allowed to cool to rt and then poured into water. The precipitate was isolated by filtration and dried to afford product N-(6-bromo-4-hydroxy-quinolin-2-yl)-acetamide as a brown solid (32 g, 93%). This material was used in the next step without further purification. The yield is 94.9%. Solvent: C(C)(=O)O (acetic acid). Product: BrC=1C=C2C(=CC(=NC2=CC1)NC(C)=O)O (N-(6-bromo-4-hydroxy-quinolin-2-yl)-acetamide). Isolated yield 17.9%. Reaction conditions: temperature 0 celsius, time 15 minute. Yields the product NC1=CC(=C(C(=O)NCC2CCN(CC2)CCCCCCNC(=O)C2=CN(C3=CC=CC=C23)C)C=C1Cl)OC (N-(6-(4-(4-amino-5-chloro-2-methoxybenzoylaminomethyl)-piperidin-1-yl)hexyl)-1-methyl-1 H-indole-3-carboxamide). The reactants are C(C)N=C=NCCCN(C)C (1-ethyl-3-(3-dimethylaminopropyl)carbodiimide), CN1C=C(C2=CC=CC=C12)C(=O)O (1-Methylindole-3-carboxylic acid), ON1N=NC2=C1C=CC=C2 (1-hydroxybenzotriazole), NC1=CC(=C(C(=O)NCC2CCN(CC2)CCCCCCN)C=C1Cl)OC (4-Amino-N-(1-(6-aminohexyl)piperidin-4-ylmethyl)-5-chloro-2-methoxybenzamide). The solvent is CN(C=O)C (dimethylformamide). Procedure: 4-Amino-N-(1-(6-aminohexyl)piperidin-4-ylmethyl)-5-chloro-2-methoxybenzamide (1.00 g) was dissolved in dimethylformamide (30 ml). 1-Methylindole-3-carboxylic acid (0.48 g) and 1-hydroxybenzotriazole (0.37 g) were added and the mixture was stirred at 0° C. for 15 min. Then, 1-ethyl-3-(3-dimethylaminopropyl)carbodiimide (0.53 g) was added, and the mixture was stirred at room temperature for 19 hr. The reaction mixture was concentrated under reduced pressure. Aqueous potassium carbonate solution wa... RXN SMILES: [NH2:1][C:2]1[C:24]([Cl:25])=[CH:23][C:5]([C:6]([NH:8][CH2:9][CH:10]2[CH2:15][CH2:14][N:13]([CH2:16][CH2:17][CH2:18][CH2:19][CH2:20][CH2:21][NH2:22])[CH2:12][CH2:11]2)=[O:7])=[C:4]([O:26][CH3:27])[CH:3]=1.[CH3:28][N:29]1[C:37]2[C:32](=[CH:33][CH:34]=[CH:35][CH:36]=2)[C:31]([C:38](O)=[O:39])=[CH:30]1.ON1C2C=CC=CC=2N=N1.C(N=C=NCCCN(C)C)C>CN(C)C=O>[NH2:1][C:2]1[C:24]([Cl:25])=[CH:23][C:5]([C:6]([NH:8][CH2:9][CH:10]2[CH2:11][CH2:12][N:13]([CH2:16][CH2:17][CH2:18][CH2:19][CH2:20][CH2:21][NH:22][C:38]([C:31]3[C:32]4[C:37](=[CH:36][CH:35]=[CH:34][CH:33]=4)[N:29]([CH3:28])[CH:30]=3)=[O:39])[CH2:14][CH2:15]2)=[O:7])=[C:4]([O:26][CH3:27])[CH:3]=1.